From a dataset of the Open Reaction Database (ORD), a public repository of structured organic reaction records. describe an organic reaction: reactants, conditions, products, and yield Starting materials: C(CCC)(=O)C1C(CC(CC1=O)CCC1OCCCO1)=O (2-butyryl-5-[2-(1,3-dioxan-2-yl)-ethyl]-cyclohexane-1,3-dione), [Cl-].C(C=C)O[NH3+] (allyloxyammonium chloride), ice water. The solvent is C(C)O (ethanol), C(C)(=O)[O-].[Na+] (sodium acetate). Reaction conditions: temperature 20 celsius, time 20 hour. Yields the product 11.5, C(C=C)ONC(CCC)=C1C(CC(CC1=O)CCC1OCCCO1)=O (2-(1-allyloxyaminobutylidene)-5-[2-(1,3-dioxan-2-yl)-ethyl]-cyclohexane-1,3-dione). Reaction SMILES: [C:1]([CH:6]1[C:11](=[O:12])[CH2:10][CH:9]([CH2:13][CH2:14][CH:15]2[O:20][CH2:19][CH2:18][CH2:17][O:16]2)[CH2:8][C:7]1=[O:21])(=O)[CH2:2][CH2:3][CH3:4].[Cl-].[CH2:23]([O:26][NH3+:27])[CH:24]=[CH2:25]>C(O)C.C([O-])(=O)C.[Na+]>[CH2:23]([O:26][NH:27][C:1](=[C:6]1[C:11](=[O:12])[CH2:10][CH:9]([CH2:13][CH2:14][CH:15]2[O:20][CH2:19][CH2:18][CH2:17][O:16]2)[CH2:8][C:7]1=[O:21])[CH2:2][CH2:3][CH3:4])[CH:24]=[CH2:25] |f:1.2,4.5|. Procedure details: 10.0 parts by weight of 2-butyryl-5-[2-(1,3-dioxan-2-yl)-ethyl]-cyclohexane-1,3-dione were dissolved in 150 parts by volume of ethanol, 3.72 parts by weight of allyloxyammonium chloride and 3.03 parts by weight of anhydrous sodium acetate were added, and the mixture was stirred at 20° C. for 20 hours. The suspension was then stirred into ice-water and extracted with methylene chloride. The organic phase was concentrated to give 11.5 parts by weight of 2-(1-allyloxyaminobutylidene)-5-[2-(1,3-diox... Starting materials: OCCO, CNC, Cc1ccccc1, O=C([O-])CCl, Cl, [Na+], [Na], [Na], O=C(O)COCCO. Yields the product CN(C)C(=O)COCCO. Reaction SMILES: [CH2:11]([OH:12])[CH2:13][OH:14].[CH3:22][NH:23][CH3:24].[CH3:25][c:26]1[cH:27][cH:28][cH:29][cH:30][cH:31]1.[Cl:15][CH2:16][C:17]([O-:18])=[O:19].[ClH:21].[Na+:20].[Na:10].[Na:1].[OH:2][CH2:3][CH2:4][O:5][CH2:6][C:7](=[O:8])[OH:9]>>[OH:2][CH2:3][CH2:4][O:5][CH2:6][C:7](=[O:9])[N:23]([CH3:22])[CH3:24]. The reactants are [F-].C(CCC)[N+](CCCC)(CCCC)CCCC (tetrabutylammonium fluoride), [Si](C)(C)(C(C)(C)C)O[C@H](C(=O)NC1=NC=C(C=C1)C)COC1CCC1 ((S)-2-(tert-butyldimethylsilyloxy)-3-cyclobutoxy-N-(5-methylpyridin-2-yl)propanamide), [Si](C)(C)(C(C)(C)C)O[C@H](C(=O)NC1=NC=C(C=C1)C)COC1CCC1 ((S)-2-(tert-butyldimethylsilyloxy)-3-cyclobutoxy-N-(5-methylpyridin-2-yl)propanamide). Run in O1CCCC1 (tetrahydrofuran). Conditions: time 4 hour. Product: C1(CCC1)OC[C@@H](C(=O)NC1=NC=C(C=C1)C)O ((S)-3-cyclobutoxy-2-hydroxy-N-(5-methylpyridin-2-yl)propanamide). The yield is 83.5%. Reaction SMILES: [F-].C([N+](CCCC)(CCCC)CCCC)CCC.[Si]([O:26][C@@H:27]([CH2:38][O:39][CH:40]1[CH2:43][CH2:42][CH2:41]1)[C:28]([NH:30][C:31]1[CH:36]=[CH:35][C:34]([CH3:37])=[CH:33][N:32]=1)=[O:29])(C(C)(C)C)(C)C>O1CCCC1>[CH:40]1([O:39][CH2:38][C@H:27]([OH:26])[C:28]([NH:30][C:31]2[CH:36]=[CH:35][C:34]([CH3:37])=[CH:33][N:32]=2)=[O:29])[CH2:41][CH2:42][CH2:43]1 |f:0.1|. Reported procedure: A solution of tetrabutylammonium fluoride (1M in THF) (0.439 mL, 0.44 mmol) was added to a stirred solution of (S)-2-(tert-butyldimethylsilyloxy)-3-cyclobutoxy-N-(5-methylpyridin-2-yl)propanamide (Intermediate R5) (80 mg, 0.22 mmol) in tetrahydrofuran (5 mL). The resulting solution was stirred at room temperature for 4 hours. The reaction mixture was concentrated and diluted with ethyl acetate (20 mL) and washed sequentially with water (5 mL) and saturated brine (5 mL). The organic layer was dri... Starting materials: CC(C)NC1=C(SC(=C1)C1=CC=NC=C1)C(=O)OC (methyl 3-[(1-methylethyl)amino]-5-(pyridin-4-yl)thiophene-2-carboxylate), [OH-].[Na+] (sodium hydroxide). The solvent is CO (methanol). Reaction conditions: temperature 70 celsius. Product: CC(C)NC1=C(SC(=C1)C1=CC=NC=C1)C(=O)O (3-[(1-methylethyl)amino]-5-(pyridin-4-yl) thiophene-2-carboxylic acid). Isolated yield 96.5%. As a reaction SMILES: [CH3:1][CH:2]([NH:4][C:5]1[CH:9]=[C:8]([C:10]2[CH:15]=[CH:14][N:13]=[CH:12][CH:11]=2)[S:7][C:6]=1[C:16]([O:18]C)=[O:17])[CH3:3].[OH-].[Na+]>CO>[CH3:3][CH:2]([NH:4][C:5]1[CH:9]=[C:8]([C:10]2[CH:15]=[CH:14][N:13]=[CH:12][CH:11]=2)[S:7][C:6]=1[C:16]([OH:18])=[O:17])[CH3:1] |f:1.2|. Reported procedure: A mixture of methyl 3-[(1-methylethyl)amino]-5-(pyridin-4-yl)thiophene-2-carboxylate (0.250 g, 0.905 mmol) and 2 M sodium hydroxide (1.36 mL, 2.72 mmol) in methanol (5 mL) was heated at 70° C. for 3 h. Then, the reaction was cooled to room temperature and concentrated. The obtained residue was dissolved in water (5 mL) and acidified with 1 M HCl (2.7 mL) and 4 drops of acetic acid. The resulting yellow precipitate was collected by filtration, washed with water and dried to give the title compoun... Starting materials: CC1=NC=C2N1C(N(C2)C2CCN(CC2)C(C(C2=CC=CC=C2)NC(OC(C)(C)C)=O)=O)=O (tert-Butyl 2-(4-(5-methyl-3-oxo-1H-imidazo[1,5-c]imidazol-2(3H)-yl)-1-piperidinyl)-2-oxo-1-phenylethylcarbamate), Cl (hydrochloric acid). Run in C(C)O (ethanol). Yields the product Cl.Cl.NC(C(=O)N1CCC(CC1)N1C(N2C(C1)=CN=C2C)=O)C2=CC=CC=C2 (2-(1-(2-amino-2-phenylacetyl)-4-piperidinyl)-5-methyl-1,2-dihydro-3H-imidazo[1,5-c]imidazol-3-one dihydrochloride). Reaction SMILES: [CH3:1][C:2]1[N:6]2[C:7](=[O:33])[N:8]([CH:10]3[CH2:15][CH2:14][N:13]([C:16](=[O:32])[CH:17]([NH:24]C(=O)OC(C)(C)C)[C:18]4[CH:23]=[CH:22][CH:21]=[CH:20][CH:19]=4)[CH2:12][CH2:11]3)[CH2:9][C:5]2=[CH:4][N:3]=1.[ClH:34]>C(O)C>[ClH:34].[ClH:34].[NH2:24][CH:17]([C:18]1[CH:19]=[CH:20][CH:21]=[CH:22][CH:23]=1)[C:16]([N:13]1[CH2:14][CH2:15][CH:10]([N:8]2[CH2:9][C:5]3=[CH:4][N:3]=[C:2]([CH3:1])[N:6]3[C:7]2=[O:33])[CH2:11][CH2:12]1)=[O:32] |f:3.4.5|. Procedure: tert-Butyl 2-(4-(5-methyl-3-oxo-1H-imidazo[1,5-c]imidazol-2(3H)-yl)-1-piperidinyl)-2-oxo-1-phenylethylcarbamate (13 g) obtained in Example 50a) was dissolved in concentrated hydrochloric acid (30 ml) and ethanol (30 ml). The reaction mixture was mixed at room temperature for 30 minutes, and then the solvent was distilled off under reduced pressure. Water in the residue was removed by azeotropy with ethanol to obtain the title compound as pale yellow powder (12 g, quantitative). Reactants: CN1CC2=C(C(CC1)O)C=CO2 (7-methyl-5,6,7,8-tetrahydro-4H-furo[2,3-c]azepin-4-ol), ClC1=C(C=CC=C1)F (1-chloro-2-fluorobenzene). Product: Cl.ClC1=C(C=CC=C1)OC1C2=C(CN(CC1)C)OC=C2 (4-(2-Chlorophenyloxy)-7-methyl-5,6,7,8-tetrahydro-4H-furo[2,3-c]azepine hydrochloride). RXN SMILES: [CH3:1][N:2]1[CH2:8][CH2:7][CH:6]([OH:9])[C:5]2[CH:10]=[CH:11][O:12][C:4]=2[CH2:3]1.[Cl:13][C:14]1[CH:19]=[CH:18][CH:17]=[CH:16][C:15]=1F>>[ClH:13].[Cl:13][C:14]1[CH:19]=[CH:18][CH:17]=[CH:16][C:15]=1[O:9][CH:6]1[CH2:7][CH2:8][N:2]([CH3:1])[CH2:3][C:4]2[O:12][CH:11]=[CH:10][C:5]1=2 |f:2.3|. Procedure details: The same method as in Example 3 was conducted using 7-methyl-5,6,7,8-tetrahydro-4H-furo[2,3-c]azepin-4-ol (Reference Example 19) instead of 6-methyl-4,5,6,7-tetrahydrothieno[2,3-c]pyridin-4-ol (Reference Example 6) and was conducted using 1-chloro-2-fluorobenzene instead of 1,3-difluorobenzene to give the objective compound. Reactants: C(=O)(O)[O-].[Na+] (NaHCO3), S(O)(O)(=O)=O (sulfuric acid), CC(C)=C (isobutylene), N([C@H](CCCC(=O)O)C(=O)OCC1=CC=CC=C1)C(=O)OCC1=CC=CC=C1 (Z-D-Aad-OBzl), S(O)(O)(=O)=O (sulfuric acid). The solvent is C(Cl)Cl (methylene chloride). Reaction conditions: time 3 day. The product is N([C@H](CCCC(=O)OC(C)(C)C)C(=O)OCC1=CC=CC=C1)C(=O)OCC1=CC=CC=C1 (Z-D-Aad(OBut)-OBzl). RXN SMILES: [CH3:1][C:2](=[CH2:4])[CH3:3].[NH:5]([C:23]([O:25][CH2:26][C:27]1[CH:32]=[CH:31][CH:30]=[CH:29][CH:28]=1)=[O:24])[C@@H:6]([C:13]([O:15][CH2:16][C:17]1[CH:22]=[CH:21][CH:20]=[CH:19][CH:18]=1)=[O:14])[CH2:7][CH2:8][CH2:9][C:10]([OH:12])=[O:11].S(=O)(=O)(O)O.C([O-])(O)=O.[Na+]>C(Cl)Cl>[NH:5]([C:23]([O:25][CH2:26][C:27]1[CH:28]=[CH:29][CH:30]=[CH:31][CH:32]=1)=[O:24])[C@@H:6]([C:13]([O:15][CH2:16][C:17]1[CH:18]=[CH:19][CH:20]=[CH:21][CH:22]=1)=[O:14])[CH2:7][CH2:8][CH2:9][C:10]([O:12][C:2]([CH3:3])([CH3:1])[CH3:4])=[O:11] |f:3.4|. Procedure details: 400 ml of isobutylene are added to a solution of 40 g (approx. 104 mmoles) of Z-D-Aad-OBzl in 400 ml of methylene chloride, followed, at -20°, by 4 ml of concentrated sulfuric acid. The mixture is allowed to stand in an autoclave for 3 days at room temperature. The batch is stirred with NaHCO3 solution in order to neutralize the sulfuric acid and the excess isobutylene is removed by means of a stream of nitrogen. The methylene chloride phase is extracted by shaking with water and is dried over N... The reactants are BrC(Br)(Br)Br, CCOC(=O)c1oc2cccc(CO)c2c1C, C1CCOC1, c1ccc(P(c2ccccc2)c2ccccc2)cc1. Product: CCOC(=O)c1oc2cccc(CBr)c2c1C. As a reaction SMILES: [C:37]([Br:38])([Br:39])([Br:40])[Br:41].[CH2:1]([CH3:2])[O:3][C:4](=[O:5])[c:6]1[o:7][c:8]2[c:9]([c:10]1[CH3:11])[c:12]([CH2:16][OH:17])[cH:13][cH:14][cH:15]2.[CH2:42]1[O:43][CH2:44][CH2:45][CH2:46]1.[c:18]1([P:19]([c:20]2[cH:21][cH:22][cH:23][cH:24][cH:25]2)[c:26]2[cH:27][cH:28][cH:29][cH:30][cH:31]2)[cH:32][cH:33][cH:34][cH:35][cH:36]1>>[CH2:1]([CH3:2])[O:3][C:4](=[O:5])[c:6]1[o:7][c:8]2[c:9]([c:10]1[CH3:11])[c:12]([CH2:16][Br:38])[cH:13][cH:14][cH:15]2. Run at time 10 minute. The product is C(C)(C)(C)OC(=O)NCC=1N(C(C2=CC=C(C=C2C1C1=CC=CC=C1)/C=C/C(=O)OCC)=O)CC(C)C (ethyl (E)-3-[3-[[(tert-butoxycarbonyl)amino]methyl]-2-isobutyl-1-oxo-4-phenyl-1,2-dihydro-6-isoquinolinyl]-2-propenate). RXN SMILES: C(OP([CH2:9][C:10]([O:12][CH2:13][CH3:14])=[O:11])(OCC)=O)C.[H-].[Na+].[CH:17]([C:19]1[CH:20]=[C:21]2[C:26](=[CH:27][CH:28]=1)[C:25](=[O:29])[N:24]([CH2:30][CH:31]([CH3:33])[CH3:32])[C:23]([CH2:34][NH:35][C:36](=[O:42])[O:37][C:38]([CH3:41])([CH3:40])[CH3:39])=[C:22]2[C:43]1[CH:48]=[CH:47][CH:46]=[CH:45][CH:44]=1)=O.O>CN(C)C=O>[C:38]([O:37][C:36]([NH:35][CH2:34][C:23]1[N:24]([CH2:30][CH:31]([CH3:33])[CH3:32])[C:25](=[O:29])[C:26]2[C:21]([C:22]=1[C:43]1[CH:44]=[CH:45][CH:46]=[CH:47][CH:48]=1)=[CH:20][C:19](/[CH:17]=[CH:9]/[C:10]([O:12][CH2:13][CH3:14])=[O:11])=[CH:28][CH:27]=2)=[O:42])([CH3:41])([CH3:40])[CH3:39] |f:1.2|. The reactants are C(C)OP(=O)(OCC)CC(=O)OCC (ethyl diethylphosphonoacetate), [H-].[Na+] (sodium hydride), C(=O)C=1C=C2C(=C(N(C(C2=CC1)=O)CC(C)C)CNC(OC(C)(C)C)=O)C1=CC=CC=C1 (tert-butyl (6-formyl-2-isobutyl-1-oxo-4-phenyl-1,2-dihydro-3-isoquinolinyl)methylcarbamate), O (water). The yield is 80.5%. Procedure: To a solution of ethyl diethylphosphonoacetate (1.0 mL, 5 mmol) in N,N-dimethylformamide (20 mL) was added sodium hydride (0.20 g, 5 mmol) (60% in oil), and the mixture was stirred at room temperature for 10 min. To the obtained mixture was added a solution of tert-butyl (6-formyl-2-isobutyl-1-oxo-4-phenyl-1,2-dihydro-3-isoquinolinyl)methylcarbamate (2.17 g, 5 mmol) in N,N-dimethylformamide (20 mL) and the mixture was stirred at room temperature for 1 h. The reaction mixture was poured into wate... The solvent is CN(C=O)C (N,N-dimethylformamide), CN(C=O)C (N,N-dimethylformamide).